From a dataset of the Open Reaction Database (ORD), a public repository of structured organic reaction records. describe an organic reaction: reactants, conditions, products, and yield Reactants: CSC(=C(C(=O)OCC)C(C)=O)SC (ethyl 3,3-bismethylthio-2-acetylacrylate), ClC1=C(C(=CC(=C1)Cl)Cl)NN (2,4,6-trichlorophenylhydrazine), O (water). Run in C(C)O (ethanol). The product is C(C)OC(=O)C=1C(=NN(C1C)C1=C(C=C(C=C1Cl)Cl)Cl)SC (4-Ethoxycarbonyl-5-methyl-3-methylthio-1-(2,4,6-trichlorophenyl)pyrazole). Yield: 56.4%. RXN SMILES: CS[C:3]([S:13][CH3:14])=[C:4]([C:10](=O)[CH3:11])[C:5]([O:7][CH2:8][CH3:9])=[O:6].[Cl:15][C:16]1[CH:21]=[C:20]([Cl:22])[CH:19]=[C:18]([Cl:23])[C:17]=1[NH:24][NH2:25].O>C(O)C>[CH2:8]([O:7][C:5]([C:4]1[C:3]([S:13][CH3:14])=[N:25][N:24]([C:17]2[C:18]([Cl:23])=[CH:19][C:20]([Cl:22])=[CH:21][C:16]=2[Cl:15])[C:10]=1[CH3:11])=[O:6])[CH3:9]. Procedure details: A mixture of 1.22 g (5.23 mmol) of ethyl 3,3-bismethylthio-2-acetylacrylate and 1.11 g (5.23 mmol) of 2,4,6-trichlorophenylhydrazine in 12 mL of ethanol was heated at reflux for 2 hours. The cooled reaction mixture was then poured into cold water and the product was extracted into ether. The ethereal extracts were dried and evaporated and the residues were chromatographed on silica gel using 6:1 hexane/ethyl acetate as eluent to give 1.12 g (56%) of the desired product as a crystalline solid, m.... Reactants: C(C)(C)(C)C1=CC=C(CN(C(=O)C=2C=CC=C3C=CNC23)CCO)C=C1 (1H-indole-7-carboxylic acid (4-tert-butyl-benzyl)-(2-hydroxy-ethyl)-amide), OC=1C=C(C=CC1)C(F)(F)F (3-hydroxy-benzotrifluoride), C1(=CC=CC=C1)P(C1=CC=CC=C1)C1=CC=CC=C1 (triphenyl phosphine), C(C)OC(=O)N=NC(=O)OCC (azodicarboxylic acid diethyl ester). Solvent: C1CCOC1 (THF). Yields the product C(C)(C)(C)C1=CC=C(CN(C(=O)C=2C=CC=C3C=CNC23)CCOC2=CC(=CC=C2)C(F)(F)F)C=C1 (1H-Indole-7-carboxylic acid (4-tert-butyl-benzyl)-[2-(3-trifluoromethyl-phenoxy)-ethyl]-amide). Yield: 73.6%. RXN SMILES: [C:1]([C:5]1[CH:26]=[CH:25][C:8]([CH2:9][N:10]([CH2:22][CH2:23][OH:24])[C:11]([C:13]2[CH:14]=[CH:15][CH:16]=[C:17]3[C:21]=2[NH:20][CH:19]=[CH:18]3)=[O:12])=[CH:7][CH:6]=1)([CH3:4])([CH3:3])[CH3:2].O[C:28]1[CH:29]=[C:30]([C:34]([F:37])([F:36])[F:35])[CH:31]=[CH:32][CH:33]=1.C1(P(C2C=CC=CC=2)C2C=CC=CC=2)C=CC=CC=1.C(OC(N=NC(OCC)=O)=O)C>C1COCC1>[C:1]([C:5]1[CH:6]=[CH:7][C:8]([CH2:9][N:10]([CH2:22][CH2:23][O:24][C:28]2[CH:33]=[CH:32][CH:31]=[C:30]([C:34]([F:37])([F:36])[F:35])[CH:29]=2)[C:11]([C:13]2[CH:14]=[CH:15][CH:16]=[C:17]3[C:21]=2[NH:20][CH:19]=[CH:18]3)=[O:12])=[CH:25][CH:26]=1)([CH3:4])([CH3:2])[CH3:3]. Procedure details: To a solution of 175 mg (0.5 mmol) of 1H-indole-7-carboxylic acid (4-tert-butyl-benzyl)-(2-hydroxy-ethyl)-amide, 91 mg (0.55 mmol) of 3-hydroxy-benzotrifluoride and 144 mg (0.55 mmol) of triphenyl phosphine in 5 ml THF were added dropwise 88 μl (0.55 mmol) azodicarboxylic acid diethyl ester at 0° C. The reaction mixture was stirred at rt over night. The solvent was evaporated and the residue purified by column chromatography (20 g silica gel, diethyl ether/heptane 1:1) to yield 182 mg (74%) prod... Reported procedure: To a solution of COMPOUND 249 (0.115 g, 0.37 mmol) in toluene (4 mL) was added DIPEA (0.16 mL, 0.92 mmol) followed by phosgene solution (20% in toluene, 0.20 mL, 0.44 mmol). The resultant mixture was stirred at room temperature for 90 minutes then concentrated under reduced pressure. The residue was dissolved in DMF (4 mL) and treated with DIPEA (0.60 mL, 3.44 mmol) followed by N-benzylhydroxylamine hydrochloride (0.194 g, 1.22 mmol) and the resultant mixture was stirred at room temperature over... The product is C(C1=CC=CC=C1)N(C(=O)N1CCC(CC1)N(CC1=NC=CC=C1C)CC1=NC=CC=C1C)O (4-[Bis-(3-methyl-pyridin-2-ylmethyl)-amino]-piperidine-1-carboxylic acid benzyl-hydroxy-amide). RXN SMILES: [CH3:1][C:2]1[C:3]([CH2:8][N:9]([CH2:16][C:17]2[C:22]([CH3:23])=[CH:21][CH:20]=[CH:19][N:18]=2)[CH:10]2[CH2:15][CH2:14][NH:13][CH2:12][CH2:11]2)=[N:4][CH:5]=[CH:6][CH:7]=1.CCN(C(C)C)C(C)C.[C:33](Cl)(Cl)=[O:34].Cl.[CH2:38]([NH:45][OH:46])[C:39]1[CH:44]=[CH:43][CH:42]=[CH:41][CH:40]=1>C1(C)C=CC=CC=1>[CH2:38]([N:45]([OH:46])[C:33]([N:13]1[CH2:14][CH2:15][CH:10]([N:9]([CH2:16][C:17]2[C:22]([CH3:23])=[CH:21][CH:20]=[CH:19][N:18]=2)[CH2:8][C:3]2[C:2]([CH3:1])=[CH:7][CH:6]=[CH:5][N:4]=2)[CH2:11][CH2:12]1)=[O:34])[C:39]1[CH:44]=[CH:43][CH:42]=[CH:41][CH:40]=1 |f:3.4|. Solvent: C1(=CC=CC=C1)C (toluene). Isolated yield 77.0%. Starting materials: CC=1C(=NC=CC1)CN(C1CCNCC1)CC1=NC=CC=C1C (Bis-(3-methyl-pyridin-2-ylmethyl)-piperidin-4-yl-amine), CCN(C(C)C)C(C)C (DIPEA), resultant mixture, resultant mixture, CCN(C(C)C)C(C)C (DIPEA), C(=O)(Cl)Cl (phosgene), Cl.C(C1=CC=CC=C1)NO (N-benzylhydroxylamine hydrochloride). The reactants are NCc1ccccc1, CO, O=C1CCN(CCc2ccccc2)CC1, c1ccsc1. The product is NC1CCN(CCc2ccccc2)CC1. As a reaction SMILES: [CH2:16]([c:17]1[cH:18][cH:19][cH:20][cH:21][cH:22]1)[NH2:23].[CH3:24][OH:25].[c:1]1([CH2:7][CH2:8][N:9]2[CH2:10][CH2:11][C:12](=[O:15])[CH2:13][CH2:14]2)[cH:2][cH:3][cH:4][cH:5][cH:6]1.[cH:26]1[cH:27][s:28][cH:29][cH:30]1>>[c:1]1([CH2:7][CH2:8][N:9]2[CH2:10][CH2:11][CH:12]([NH2:23])[CH2:13][CH2:14]2)[cH:2][cH:3][cH:4][cH:5][cH:6]1. Starting materials: O=C([O-])[O-], Cc1ccc(N)cc1, CCOC(C)=O, CN(C)C=O, COc1ccc(F)cc1-c1ccc2c(c1CCl)NC(=O)C(C)(C)N2, [K+], [K+], O. Product: COc1ccc(F)cc1-c1ccc2c(c1CNc1ccc(C)cc1)NC(=O)C(C)(C)N2. RXN SMILES: [C:33](=[O:34])([O-:35])[O-:36].[CH3:25][c:26]1[cH:27][cH:28][c:29]([NH2:30])[cH:31][cH:32]1.[CH3:39][CH2:40][O:41][C:42](=[O:43])[CH3:44].[CH3:45][N:46]([CH3:47])[CH:48]=[O:49].[Cl:1][CH2:2][c:3]1[c:4](-[c:16]2[c:17]([O:23][CH3:24])[cH:18][cH:19][c:20]([F:22])[cH:21]2)[cH:5][cH:6][c:7]2[c:12]1[NH:11][C:10](=[O:13])[C:9]([CH3:14])([CH3:15])[NH:8]2.[K+:37].[K+:38].[OH2:50]>>[CH2:2]([c:3]1[c:4](-[c:16]2[c:17]([O:23][CH3:24])[cH:18][cH:19][c:20]([F:22])[cH:21]2)[cH:5][cH:6][c:7]2[c:12]1[NH:11][C:10](=[O:13])[C:9]([CH3:14])([CH3:15])[NH:8]2)[NH:30][c:29]1[cH:28][cH:27][c:26]([CH3:25])[cH:32][cH:31]1.